This data is from the Open Reaction Database (ORD), a public repository of structured organic reaction records. The task is: describe an organic reaction: reactants, conditions, products, and yield Starting materials: ClC=1N=C(NC1CC)C(=O)O (4-chloro-5-ethyl-1H-imidazole-2-carboxylic acid), S(=O)(Cl)Cl (thionyl chloride), NC1=C(C=C(C=C1)C=1OC=C(N1)C(=O)OC)C (Methyl 2-(4-amino-3-methylphenyl)-1,3-oxazole-4-carboxylate). The solvent is N1=CC=CC=C1 (pyridine). Product: ClC=1N=C(NC1CC)C(=O)NC1=C(C=C(C=C1)C=1OC=C(N1)C(=O)OC)C (Methyl 2-(4-{[(4-Chloro-5-ethyl-1H-imidazol-2-yl)carbonyl]amino}-3-methylphenyl)-1,3-oxazole-4-carboxylate). The yield is 50.3%. As a reaction SMILES: [Cl:1][C:2]1[N:3]=[C:4]([C:9]([OH:11])=O)[NH:5][C:6]=1[CH2:7][CH3:8].S(Cl)(Cl)=O.[NH2:16][C:17]1[CH:22]=[CH:21][C:20]([C:23]2[O:24][CH:25]=[C:26]([C:28]([O:30][CH3:31])=[O:29])[N:27]=2)=[CH:19][C:18]=1[CH3:32]>N1C=CC=CC=1>[Cl:1][C:2]1[N:3]=[C:4]([C:9]([NH:16][C:17]2[CH:22]=[CH:21][C:20]([C:23]3[O:24][CH:25]=[C:26]([C:28]([O:30][CH3:31])=[O:29])[N:27]=3)=[CH:19][C:18]=2[CH3:32])=[O:11])[NH:5][C:6]=1[CH2:7][CH3:8]. Procedure: The same operation as in Example (91c) was performed using 4-chloro-5-ethyl-1H-imidazole-2-carboxylic acid (0.12 g, 0.69 mmol), thionyl chloride (4 mL), methyl 4-amino-3-methylphenyl)-1,3-oxazole-4-carboxylate obtained in Example (109e) (0.23 g, 0.95 mmol) and pyridine (5 mL), to obtain 135 mg of the title compound as a light brown solid (50%). The reactants are ClC1=NC=C(C=C1)I (2-chloro-5-iodopyridine), C1(=CC=CC=C1)B(O)O (phenylboronic acid), C([O-])([O-])=O.[Na+].[Na+] (sodium carbonate), COCCOC (DME). The reagents and catalysts are C=1C=CC(=CC1)[P](C=2C=CC=CC2)(C=3C=CC=CC3)[Pd]([P](C=4C=CC=CC4)(C=5C=CC=CC5)C=6C=CC=CC6)([P](C=7C=CC=CC7)(C=8C=CC=CC8)C=9C=CC=CC9)[P](C=1C=CC=CC1)(C=1C=CC=CC1)C=1C=CC=CC1 (Pd(Ph3P)4). The solvent is O (water). Product: ClC1=NC=C(C=C1)C1=CC=CC=C1 (2-chloro-5-phenylpyridine). Yield: 70.5%. As a reaction SMILES: [Cl:1][C:2]1[CH:7]=[CH:6][C:5](I)=[CH:4][N:3]=1.[C:9]1(B(O)O)[CH:14]=[CH:13][CH:12]=[CH:11][CH:10]=1.C(=O)([O-])[O-].[Na+].[Na+].COCCOC>C1C=CC([P]([Pd]([P](C2C=CC=CC=2)(C2C=CC=CC=2)C2C=CC=CC=2)([P](C2C=CC=CC=2)(C2C=CC=CC=2)C2C=CC=CC=2)[P](C2C=CC=CC=2)(C2C=CC=CC=2)C2C=CC=CC=2)(C2C=CC=CC=2)C2C=CC=CC=2)=CC=1.O>[Cl:1][C:2]1[CH:7]=[CH:6][C:5]([C:9]2[CH:14]=[CH:13][CH:12]=[CH:11][CH:10]=2)=[CH:4][N:3]=1 |f:2.3.4,^1:33,35,54,73|. Procedure details: A mixture of 2-chloro-5-iodopyridine (5.0 g, 20.9 mmol), phenylboronic acid (2.6 g, 20.9 mmol), Pd(Ph3P)4 (1.45 g 1.25 mmol), sodium carbonate (6.64 g, 62.6 mmol), DME (20 mL) and water (5 mL) was degassed with nitrogen and then refluxed overnight. The mixture was concentrated and extracted with ethyl acetate. The ethyl acetate layer was dried on Na2SO4 and then vacuum distilled to give 2-chloro-5-phenylpyridine (2.79 g, 14.71 mmol (70.5% yield). Reactants: [Br-], CON(C)C(=O)c1nc(C(F)(F)F)n2c1CN(C(=O)OC(C)(C)C)CC2, C[Mg+], [Cl-], [NH4+], C1CCOC1. Product: CC(=O)c1nc(C(F)(F)F)n2c1CN(C(=O)OC(C)(C)C)CC2. Reaction SMILES: [Br-:27].[C:1]([CH3:2])([CH3:3])([CH3:4])[O:5][C:6](=[O:7])[N:8]1[CH2:9][c:10]2[n:11]([c:14]([C:23]([F:24])([F:25])[F:26])[n:15][c:16]2[C:17]([N:18]([O:19][CH3:20])[CH3:21])=[O:22])[CH2:12][CH2:13]1.[CH3:28][Mg+:29].[Cl-:30].[NH4+:31].[O:32]1[CH2:33][CH2:34][CH2:35][CH2:36]1>>[C:1]([CH3:2])([CH3:3])([CH3:4])[O:5][C:6](=[O:7])[N:8]1[CH2:9][c:10]2[n:11]([c:14]([C:23]([F:24])([F:25])[F:26])[n:15][c:16]2[C:17](=[O:22])[CH3:28])[CH2:12][CH2:13]1. Starting materials: ClC1=C(C(=O)Cl)C=CC=C1 (2-Chlorobenzoyl chloride), C(C)NCC (diethylamine), E2. The product is C(C)N(C(C1=C(C=CC=C1)Cl)=O)CC (N,N-Diethyl-2-chlorobenzamide). RXN SMILES: [Cl:1][C:2]1[CH:10]=[CH:9][CH:8]=[CH:7][C:3]=1[C:4](Cl)=[O:5].[CH2:11]([NH:13][CH2:14][CH3:15])[CH3:12]>>[CH2:11]([N:13]([CH2:14][CH3:15])[C:4](=[O:5])[C:3]1[CH:7]=[CH:8][CH:9]=[CH:10][C:2]=1[Cl:1])[CH3:12]. Procedure details: 2-Chlorobenzoyl chloride is reacted with diethylamine using General Method E1 or E2 to produce the title compound. Reactants: COC=CCC1CCC(c2ccc(C#N)cc2)CC1, Cl, O. Yields the product N#Cc1ccc(C2CCC(CCC=O)CC2)cc1. As a reaction SMILES: [CH3:1][O:2][CH:3]=[CH:4][CH2:5][CH:6]1[CH2:7][CH2:8][CH:9]([c:12]2[cH:13][cH:14][c:15]([C:16]#[N:17])[cH:18][cH:19]2)[CH2:10][CH2:11]1.[ClH:20].[OH2:21]>>[O:2]=[CH:3][CH2:4][CH2:5][CH:6]1[CH2:7][CH2:8][CH:9]([c:12]2[cH:13][cH:14][c:15]([C:16]#[N:17])[cH:18][cH:19]2)[CH2:10][CH2:11]1.